This data is from the Open Reaction Database (ORD), a public repository of structured organic reaction records. The task is: describe an organic reaction: reactants, conditions, products, and yield Starting materials: OS(=O)(=O)O (H2SO4), BrC1=CC(=C(N)C(=C1)C)C (4-Bromo-2,6-dimethylaniline), starch iodide, [H+].[B-](F)(F)(F)F (HBF4), N(=O)[O-].[Na+] (NaNO2). The solvent is O (H2O), O (Water). Yields the product BrC1=CC(=C(C(=C1)C)F)C (1-bromo-4-fluoro-3,5-dimethylbenzene). Isolated yield 71.1%. As a reaction SMILES: [Br:1][C:2]1[CH:8]=[C:7]([CH3:9])[C:5](N)=[C:4]([CH3:10])[CH:3]=1.OS(O)(=O)=O.N([O-])=O.[Na+].[H+].[B-](F)(F)(F)[F:22]>O>[Br:1][C:2]1[CH:8]=[C:7]([CH3:9])[C:5]([F:22])=[C:4]([CH3:10])[CH:3]=1 |f:2.3,4.5|. Reported procedure: To a mixture of 4-Bromo-2,6-dimethylaniline (8.3 g, 42 mmol) at 5° C. and H2O (50 mL) was added conc H2SO4 (6.25 mL). NaNO2 (4.1 g) was added in portions until an excess was indicated by starch iodide paper. Water (30 mL) was added to make the mixture homogeneous. After transferring to a plastic container, HBF4 (50%, 13.7 g) was added dropwise with stirring. The resultant white precipitate was collected by vacuum filtration, washed with H2O (30 mL), MeOH (30 mL), and Et2O (60 mL), and dried over... The reactants are COCCOc1ccc(N)cc1OC, O=Cc1ccccc1Cl. Product: COCCOc1cc(C(=O)c2ccccc2Cl)c(N)cc1OC. RXN SMILES: [CH3:10][O:11][c:12]1[cH:13][c:14]([NH2:15])[cH:16][cH:17][c:18]1[O:19][CH2:20][CH2:21][O:22][CH3:23].[Cl:1][c:2]1[c:3]([CH:4]=[O:5])[cH:6][cH:7][cH:8][cH:9]1>>[Cl:1][c:2]1[c:3]([C:4](=[O:5])[c:16]2[c:14]([NH2:15])[cH:13][c:12]([O:11][CH3:10])[c:18]([O:19][CH2:20][CH2:21][O:22][CH3:23])[cH:17]2)[cH:6][cH:7][cH:8][cH:9]1. Yields the product NCC1(NC(C=2N1C(C(=CC2)NC2=NC=NC=C2)=O)=O)C (3-(aminomethyl)-3-methyl-6-(pyrimidin-4-ylamino)-2,3-dihydroimidazo[1,5-a]pyridine-1,5-dione). Reaction SMILES: O=C1C2C(=CC=CC=2)C(=O)[N:3]1[CH2:12][C:13]1([CH3:31])[N:17]2[C:18](=[O:29])[C:19]([NH:22][C:23]3[CH:28]=[CH:27][N:26]=[CH:25][N:24]=3)=[CH:20][CH:21]=[C:16]2[C:15](=[O:30])[NH:14]1>CO.O.NN>[NH2:3][CH2:12][C:13]1([CH3:31])[N:17]2[C:18](=[O:29])[C:19]([NH:22][C:23]3[CH:28]=[CH:27][N:26]=[CH:25][N:24]=3)=[CH:20][CH:21]=[C:16]2[C:15](=[O:30])[NH:14]1 |f:2.3|. Conditions: time 16 hour. Solvent: CO (methanol), O.NN (hydrazine hydrate). Procedure: To a solution of 3-((1,3-dioxoisoindolin-2-yl)methyl)-3-methyl-6-(pyrimidin-4-ylamino)-2,3-dihydroimidazo[1,5-a]pyridine-1,5-dione (5, 0.085 g, 0.29 mmol) in methanol (20 mL), hydrazine hydrate (2 mL) was added and the reaction mixture was stirred at room temperature for 16 h. The reaction mixture was filtered and the filtrate was concentrated under reduced pressure. The residue was dissolved in dichloromethane and washed with water, separated, dried over sodium sulphate and concentrated under r... The reactants are O=C1N(C(C2=CC=CC=C12)=O)CC1(NC(C=2N1C(C(=CC2)NC2=NC=NC=C2)=O)=O)C (3-((1,3-dioxoisoindolin-2-yl)methyl)-3-methyl-6-(pyrimidin-4-ylamino)-2,3-dihydroimidazo[1,5-a]pyridine-1,5-dione). Reactants: C(C1=CC=CC=C1)OC([C@H]1N(CCC1)C(CNC(=O)OC(C)(C)C)=O)=O (N-t-butyloxycarbonylglycyl-L-proline benzylester), Cl (hydrochloric acid). The solvent is O1CCOCC1 (dioxane), C(C)OCC (diethyl ether). Conditions: time 20 minute. Product: Cl.C(C1=CC=CC=C1)OC([C@H]1N(CCC1)C(CN)=O)=O (glycyl-L-proline benzylester hydrochloride). Isolated yield 88.4%. RXN SMILES: [CH2:1]([O:8][C:9](=[O:26])[C@@H:10]1[CH2:14][CH2:13][CH2:12][N:11]1[C:15](=[O:25])[CH2:16][NH:17]C(OC(C)(C)C)=O)[C:2]1[CH:7]=[CH:6][CH:5]=[CH:4][CH:3]=1.[ClH:27]>O1CCOCC1.C(OCC)C>[ClH:27].[CH2:1]([O:8][C:9](=[O:26])[C@@H:10]1[CH2:14][CH2:13][CH2:12][N:11]1[C:15](=[O:25])[CH2:16][NH2:17])[C:2]1[CH:7]=[CH:6][CH:5]=[CH:4][CH:3]=1 |f:4.5|. Reported procedure: N-t-butyloxycarbonylglycyl-L-proline benzylester (18.12 g, 50 mmole) was dissolved in 4N hydrochloric acid in dioxane (220 ml) solution, and stirred for 20 minutes at room temperature. The solvent was distilled off and the residue thus obtained was powdered in diethyl ether to obtain glycyl-L-proline benzylester hydrochloride (yield: 13.21 g; 88.4%).